Dataset: the Open Reaction Database (ORD), a public repository of structured organic reaction records. Task: describe an organic reaction: reactants, conditions, products, and yield Starting materials: ClC=1C=C2C(=C(N(C2=CC1)S(=O)(=O)C1=CC=CC=C1)C(=O)OCC)S(=O)(=O)Cl (ethyl 5-chloro-3-(chlorosulfonyl)-1-(phenylsulfonyl)-1H-indole-2-carboxylate), Cl.NCCS(=O)(=O)N (2-aminoethanesulfonamide hydrochloride), BrC=1C=C2C(=C(N(C2=CC1)S(=O)(=O)C1=CC=CC=C1)C(=O)OCC)S(=O)(=O)Cl (ethyl 5-bromo-3-(chlorosulfonyl)-1-(phenylsulfonyl)-1H-indole-2-carboxylate), Cl.CN (methylamine hydrochloride). Product: NS(=O)(=O)CCNS(=O)(=O)C1=C(NC2=CC=C(C=C12)Br)C(=O)N (3-({[2-(Aminosulfonyl)ethyl]amino}sulfonyl)-5-bromo-1H-indole-2-carboxamide). As a reaction SMILES: ClC1C=C2C(=CC=1)[N:7](S(C1C=CC=CC=1)(=O)=O)C(C(OCC)=O)=C2S(Cl)(=O)=O.[Br:29][C:30]1[CH:31]=[C:32]2[C:36](=[CH:37][CH:38]=1)[N:35](S(C1C=CC=CC=1)(=O)=O)[C:34]([C:48]([O:50]CC)=O)=[C:33]2[S:53](Cl)(=[O:55])=[O:54].Cl.CN.Cl.[NH2:61][CH2:62][CH2:63][S:64]([NH2:67])(=[O:66])=[O:65]>>[NH2:67][S:64]([CH2:63][CH2:62][NH:61][S:53]([C:33]1[C:32]2[C:36](=[CH:37][CH:38]=[C:30]([Br:29])[CH:31]=2)[NH:35][C:34]=1[C:48]([NH2:7])=[O:50])(=[O:54])=[O:55])(=[O:66])=[O:65] |f:2.3,4.5|. Procedure details: Following the procedures described in Steps D and E of Example 1, replacing in Step D ethyl 5-chloro-3-(chlorosulfonyl)-1-(phenylsulfonyl)-1H-indole-2-carboxylate with ethyl 5-bromo-3-(chlorosulfonyl)-1-(phenylsulfonyl)-1H-indole-2-carboxylate, and methylamine hydrochloride with 2-aminoethanesulfonamide hydrochloride, the title compound was obtained as a white solid. HRMS (ES) exact mass calculated for C11H13BrN4O5S2Na (M+Na+): 446.9403. Found 446.9404. The reactants are Brc1cn2ccnc2c(Br)n1, [H-], [Na+], CN(C)C=O, O, c1cc(-c2ncc[nH]2)ccn1. Yields the product Brc1cn2ccnc2c(-n2ccnc2-c2ccncc2)n1. Reaction SMILES: [Br:14][c:15]1[n:16][c:17]([Br:24])[c:18]2[n:19]([cH:20]1)[cH:21][cH:22][n:23]2.[H-:1].[Na+:2].[O:26]=[CH:27][N:28]([CH3:29])[CH3:30].[OH2:25].[nH:3]1[c:4](-[c:8]2[cH:9][cH:10][n:11][cH:12][cH:13]2)[n:5][cH:6][cH:7]1>>[n:3]1(-[c:17]2[n:16][c:15]([Br:14])[cH:20][n:19]3[c:18]2[n:23][cH:22][cH:21]3)[c:4](-[c:8]2[cH:9][cH:10][n:11][cH:12][cH:13]2)[n:5][cH:6][cH:7]1.